Dataset: the Open Reaction Database (ORD), a public repository of structured organic reaction records. Task: describe an organic reaction: reactants, conditions, products, and yield Reactants: CNC(=O)c1cnccc1Nc1nc(-c2cc(Cl)ccc2F)nc2nc(N(Cc3ccc(OC)cc3)Cc3ccc(OC)cc3)ccc12, O=C(O)C(F)(F)F. Yields the product CNC(=O)c1cnccc1Nc1nc(-c2cc(Cl)ccc2F)nc2nc(N)ccc12. As a reaction SMILES: [CH3:1][O:2][c:3]1[cH:4][cH:5][c:6]([CH2:7][N:8]([c:9]2[cH:10][cH:11][c:12]3[c:13]([n:14][c:15](-[c:29]4[c:30]([F:36])[cH:31][cH:32][c:33]([Cl:35])[cH:34]4)[n:16][c:17]3[NH:18][c:19]3[cH:20][cH:21][n:22][cH:23][c:24]3[C:25](=[O:26])[NH:27][CH3:28])[n:37]2)[CH2:38][c:39]2[cH:40][cH:41][c:42]([O:43][CH3:44])[cH:45][cH:46]2)[cH:47][cH:48]1.[OH:49][C:50]([C:51]([F:52])([F:53])[F:54])=[O:55]>>[NH2:8][c:9]1[cH:10][cH:11][c:12]2[c:13]([n:14][c:15](-[c:29]3[c:30]([F:36])[cH:31][cH:32][c:33]([Cl:35])[cH:34]3)[n:16][c:17]2[NH:18][c:19]2[cH:20][cH:21][n:22][cH:23][c:24]2[C:25](=[O:26])[NH:27][CH3:28])[n:37]1. Starting materials: ClC1=CC(=NC=N1)OC1=CC=C2C=CC=NC2=C1 (7-(6-chloro-pyrimidin-4-yloxy)-quinoline), COCCOC (ethylene glycol dimethyl ether), 3-diethyl (3-pyridyl)borane, C([O-])([O-])=O.[Na+].[Na+] (sodium carbonate), palladium(0) tetrakis-triphenylphosphine. The solvent is [OH-].[Na+] (sodium hydroxide). Run at temperature 200 celsius. Yields the product N1=CC(=CC=C1)C1=CC(=NC=N1)OC1=CC=C2C=CC=NC2=C1 (7-(6-Pyridin-3-yl-pyrimidin-4-yloxy)-quinoline). RXN SMILES: Cl[C:2]1[N:7]=[CH:6][N:5]=[C:4]([O:8][C:9]2[CH:18]=[C:17]3[C:12]([CH:13]=[CH:14][CH:15]=[N:16]3)=[CH:11][CH:10]=2)[CH:3]=1.CO[CH2:21][CH2:22]OC.C(=O)([O-])[O-].[Na+].[Na+]>[OH-].[Na+]>[N:5]1[CH:22]=[CH:21][CH:2]=[C:3]([C:2]2[N:7]=[CH:6][N:5]=[C:4]([O:8][C:9]3[CH:18]=[C:17]4[C:12]([CH:13]=[CH:14][CH:15]=[N:16]4)=[CH:11][CH:10]=3)[CH:3]=2)[CH:4]=1 |f:2.3.4,5.6|. Procedure details: To a 5 mL, microwave vial containing 7-(6-chloro-pyrimidin-4-yloxy)-quinoline, (Example 102(a)), (0.30 g, 1.2 mmol) and ethylene glycol dimethyl ether (2 mL) was added 3-diethyl (3-pyridyl)borane (0.21 g, 1.5 mmol, Aldrich), 1 N sodium carbonate (1.8 mL), and palladium(0)-tetrakis-triphenylphosphine (0.14 g, 0.15 mmol, Strem Chemical). The vial was sealed and heated at 200° C. for 20 min in a microwave synthesizer, allowed to cool to room temperature, and the reaction mixture was diluted with 1 ... Reactants: CCCCO, CN(C)CC(O)COc1ccc(N)cc1, CO, Cl, Clc1ccnc(Nc2ccccc2)n1. Yields the product CN(C)CC(O)COc1ccc(Nc2ccnc(Nc3ccccc3)n2)cc1. As a reaction SMILES: [CH2:31]([OH:32])[CH2:33][CH2:34][CH3:35].[CH3:16][N:17]([CH3:18])[CH2:19][CH:20]([CH2:21][O:22][c:23]1[cH:24][cH:25][c:26]([NH2:27])[cH:28][cH:29]1)[OH:30].[CH3:36][OH:37].[ClH:15].[NH:1]([c:2]1[cH:3][cH:4][cH:5][cH:6][cH:7]1)[c:8]1[n:9][cH:10][cH:11][c:12]([Cl:14])[n:13]1>>[NH:1]([c:2]1[cH:3][cH:4][cH:5][cH:6][cH:7]1)[c:8]1[n:9][cH:10][cH:11][c:12]([NH:27][c:26]2[cH:25][cH:24][c:23]([O:22][CH2:21][CH:20]([CH2:19][N:17]([CH3:16])[CH3:18])[OH:30])[cH:29][cH:28]2)[n:13]1. The reactants are CCCCO, CCO, Cl, Cl, CC1CC(NN)CCO1, [Na+], [OH-], O. Yields the product Cl, CC1CC(N)CCO1. Reaction SMILES: [CH2:17]([OH:18])[CH2:19][CH2:20][CH3:21].[CH3:11][CH2:12][OH:13].[ClH:16].[ClH:1].[NH:2]([NH2:3])[CH:4]1[CH2:5][CH:6]([CH3:10])[O:7][CH2:8][CH2:9]1.[Na+:15].[OH-:14].[OH2:22]>>[ClH:1].[NH2:2][CH:4]1[CH2:5][CH:6]([CH3:10])[O:7][CH2:8][CH2:9]1. As a reaction SMILES: [NH:1]1[C:5]([C:6]2[CH:7]=[CH:8][C:9]3[O:15][CH2:14][CH2:13][C:12]([C:16]([O:18][CH3:19])=[O:17])=[CH:11][C:10]=3[CH:20]=2)=[N:4][N:3]=[N:2]1.[H-].[Na+].[CH3:23]I.O>CN(C=O)C>[CH3:23][N:3]1[NH:2][N:1]=[C:5]([C:6]2[CH:7]=[CH:8][C:9]3[O:15][CH2:14][CH2:13][C:12]([C:16]([O:18][CH3:19])=[O:17])=[CH:11][C:10]=3[CH:20]=2)[NH:4]1 |f:1.2|. Solvent: CN(C)C=O (DMF). Yield: 79.6%. Product: CN1NC(=NN1)C=1C=CC2=C(C=C(CCO2)C(=O)OC)C1 (methyl 7-(2-methyl-1H-tetrazol-5-yl)-2,3-dihydro-1-benzoxepine-4-carboxylate). Run at time 15 minute. Reactants: O (water), [H-].[Na+] (sodium hydride), CI (methyl iodide), N1N=NN=C1C=1C=CC2=C(C=C(CCO2)C(=O)OC)C1 (methyl 7-(1H-tetrazol-5-yl)-2,3-dihydro-1-benzoxepine-4-carboxylate). Procedure: In DMF (6 ml) was dissolved methyl 7-(1H-tetrazol-5-yl)-2,3-dihydro-1-benzoxepine-4-carboxylate (400 mg, 1.47 mmol), and to the mixture was added at 0° C. sodium hydride (60%, 90 mg, 2.3 mmol). The mixture was stirred at the same temperature for 15 minutes, and to the mixture was added at 0° C. methyl iodide (0.28 ml, 4.4 mmol). While the temperature of the mixture was warmed from 0° C. to room temperature, the mixture was stirred for 3 hours. To the mixture was added at 0° C. water (30 ml), and...